Dataset: the Open Reaction Database (ORD), a public repository of structured organic reaction records. Task: describe an organic reaction: reactants, conditions, products, and yield Reported procedure: Following general procedure B followed by C, 1-[5-(2-methyl-[1,3]dioxolan-2-yl)-furan-2-ylmethyl]-1H-pyrazol-3-ylamine and 5-[3-(2-methoxy-ethyl)-phenyl]-oxazole-4-carboxylic acid. LC-MS-conditions 02: tR=0.98 min; [M+H]+=435.45. Yields the product C(C)(=O)C1=CC=C(O1)CN1N=C(C=C1)NC(=O)C=1N=COC1C1=CC(=CC=C1)CCOC (5-[3-(2-Methoxy-ethyl)-phenyl]-oxazole-4-carboxylic acid [1-(5-acetyl-furan-2-ylmethyl)-1H-pyrazol-3-yl]-amide). RXN SMILES: [CH3:1][C:2]1([C:7]2[O:11][C:10]([CH2:12][N:13]3[CH:17]=[CH:16][C:15]([NH2:18])=[N:14]3)=[CH:9][CH:8]=2)[O:6]CCO1.[CH3:19][O:20][CH2:21][CH2:22][C:23]1[CH:24]=[C:25]([C:29]2[O:33][CH:32]=[N:31][C:30]=2[C:34](O)=[O:35])[CH:26]=[CH:27][CH:28]=1>>[C:2]([C:7]1[O:11][C:10]([CH2:12][N:13]2[CH:17]=[CH:16][C:15]([NH:18][C:34]([C:30]3[N:31]=[CH:32][O:33][C:29]=3[C:25]3[CH:26]=[CH:27][CH:28]=[C:23]([CH2:22][CH2:21][O:20][CH3:19])[CH:24]=3)=[O:35])=[N:14]2)=[CH:9][CH:8]=1)(=[O:6])[CH3:1]. Starting materials: CC1(OCCO1)C1=CC=C(O1)CN1N=C(C=C1)N (1-[5-(2-methyl-[1,3]dioxolan-2-yl)-furan-2-ylmethyl]-1H-pyrazol-3-ylamine), COCCC=1C=C(C=CC1)C1=C(N=CO1)C(=O)O (5-[3-(2-methoxy-ethyl)-phenyl]-oxazole-4-carboxylic acid).